This data is from the Open Reaction Database (ORD), a public repository of structured organic reaction records. The task is: describe an organic reaction: reactants, conditions, products, and yield The reactants are CC=1C=C2CCC(C2=CC1C)=O (5,6-dimethyl-1-indanone), [BH4-].[Na+] (sodium borohydride). Solvent: C(C)O (ethanol). Conditions: temperature 45 celsius. Product: CC=1C=C2CCC(C2=CC1C)O (5,6-dimethyl-1-indanol). Yield: 106.6%. RXN SMILES: [CH3:1][C:2]1[CH:3]=[C:4]2[C:8](=[CH:9][C:10]=1[CH3:11])[C:7](=[O:12])[CH2:6][CH2:5]2.[BH4-].[Na+]>C(O)C>[CH3:1][C:2]1[CH:3]=[C:4]2[C:8](=[CH:9][C:10]=1[CH3:11])[CH:7]([OH:12])[CH2:6][CH2:5]2 |f:1.2|. Reported procedure: A 1 L three-neck round bottom flask equipped with a condenser, mechanical stirrer, nitrogen inlet and a thermometer was charged with 5,6-dimethyl-1-indanone (21.65 g, 0.133 mol) and ethanol (450 mL). The mixture was heated with stirring to 45° C. and sodium borohydride (15.2 g, 0.40 mol) was added incrementally over 10 minutes. The reaction mixture was then heated at reflux for 18 hours, cooled, quenched in 5% HCl (1 L ice-water), and extracted with diethyl ether (500 mL). The organic phase was ... Starting materials: O=C([O-])[O-], CC(C)CBr, COCCOCCOC, [I-], [K+], [K+], [K+], CC1(C)CC(=O)c2c(O)cc(O)cc2O1. The product is CC(C)COc1cc(O)c2c(c1)OC(C)(C)CC2=O. RXN SMILES: [C:10](=[O:11])([O-:12])[O-:13].[CH2:18]([CH:19]([CH3:20])[CH3:21])[Br:22].[CH3:1][O:2][CH2:3][CH2:4][O:5][CH2:6][CH2:7][O:8][CH3:9].[I-:17].[K+:14].[K+:15].[K+:16].[OH:23][c:24]1[c:25]2[c:30]([cH:31][c:32]([OH:34])[cH:33]1)[O:29][C:28]([CH3:35])([CH3:36])[CH2:27][C:26]2=[O:37]>>[CH2:18]([CH:19]([CH3:20])[CH3:21])[O:34][c:32]1[cH:31][c:30]2[c:25]([c:24]([OH:23])[cH:33]1)[C:26](=[O:37])[CH2:27][C:28]([CH3:35])([CH3:36])[O:29]2. Starting materials: CCO, ON=C1CCNCC1, N#CNc1ccccc1-c1ccccc1. Yields the product N=C(Nc1ccccc1-c1ccccc1)N1CCC(=NO)CC1. As a reaction SMILES: [CH3:24][CH2:25][OH:26].[NH:16]1[CH2:17][CH2:18][C:19](=[N:22][OH:23])[CH2:20][CH2:21]1.[c:1]1(-[c:10]2[cH:11][cH:12][cH:13][cH:14][cH:15]2)[c:2]([NH:7][C:8]#[N:9])[cH:3][cH:4][cH:5][cH:6]1>>[c:1]1(-[c:10]2[cH:11][cH:12][cH:13][cH:14][cH:15]2)[c:2]([NH:7][C:8](=[NH:9])[N:16]2[CH2:17][CH2:18][C:19](=[N:22][OH:23])[CH2:20][CH2:21]2)[cH:3][cH:4][cH:5][cH:6]1. Starting materials: FC1=CC=C(C=C1)N1C=C(C(C2=CC(=CC=C12)O)=O)C(=O)OC (Methyl 1-(4-fluorophenyl)-6-hydroxy-4-oxo-1,4-dihydroquinoline-3-carboxylate), N1=CC(=CC=C1)CO (3-pyridinemethanol), C1(=CC=CC=C1)P(C1=CC=CC=C1)C1=CC=CC=C1 (Triphenylphosphine), CC(C)(C)OC(=O)/N=N/C(=O)OC(C)(C)C (di-tert-butylazodicarboxylate). Solvent: C1CCOC1 (THF). Conditions: temperature 0 celsius. Yields the product FC1=CC=C(C=C1)N1C=C(C(C2=CC(=CC=C12)OCC=1C=NC=CC1)=O)C(=O)OC (Methyl 1-(4-fluorophenyl)-4-oxo-6-(pyridin-3-ylmethoxy)-1,4-dihydroquinoline-3-carboxylate). Yield: 77.3%. RXN SMILES: [F:1][C:2]1[CH:7]=[CH:6][C:5]([N:8]2[C:17]3[C:12](=[CH:13][C:14]([OH:18])=[CH:15][CH:16]=3)[C:11](=[O:19])[C:10]([C:20]([O:22][CH3:23])=[O:21])=[CH:9]2)=[CH:4][CH:3]=1.[N:24]1[CH:29]=[CH:28][CH:27]=[C:26]([CH2:30]O)[CH:25]=1.C1(P(C2C=CC=CC=2)C2C=CC=CC=2)C=CC=CC=1.CC(OC(/N=N/C(OC(C)(C)C)=O)=O)(C)C>C1COCC1>[F:1][C:2]1[CH:3]=[CH:4][C:5]([N:8]2[C:17]3[C:12](=[CH:13][C:14]([O:18][CH2:30][C:26]4[CH:25]=[N:24][CH:29]=[CH:28][CH:27]=4)=[CH:15][CH:16]=3)[C:11](=[O:19])[C:10]([C:20]([O:22][CH3:23])=[O:21])=[CH:9]2)=[CH:6][CH:7]=1. Procedure details: Compound L (15 mg, 0.048 mmol, 1.0 eq) and 3-pyridinemethanol (10 mg, 0.096 mmol, 2.0 eq) were dissolved in THF (0.5 mL) and cooled to 0° C. Triphenylphosphine (28 mg, 0.11 mmol, 2.2 eq) and di-tert-butylazodicarboxylate (18 mg, 0.077 mmol, 1.6 eq) were added and the reaction was stirred at room temperature until complete by LCMS. The reaction was concentrated and purified using reverse phase chromatography to afford 15 mg (77%) of the title compound as a white solid. 1H NMR (400 MHz, DMSO-d6) δ... The reactants are CSC1=Nc2ccccc2C(C)N1, CC#N, I, NCCOc1ccccc1. Yields the product I, CC1NC(NCCOc2ccccc2)=Nc2ccccc21. RXN SMILES: [CH3:12][CH:13]1[NH:14][C:15]([S:23][CH3:24])=[N:16][c:17]2[cH:18][cH:19][cH:20][cH:21][c:22]21.[CH3:25][C:26]#[N:27].[IH:11].[O:1]([c:2]1[cH:3][cH:4][cH:5][cH:6][cH:7]1)[CH2:8][CH2:9][NH2:10]>>[IH:11].[O:1]([c:2]1[cH:3][cH:4][cH:5][cH:6][cH:7]1)[CH2:8][CH2:9][NH:10][C:15]1=[N:16][c:17]2[cH:18][cH:19][cH:20][cH:21][c:22]2[CH:13]([CH3:12])[NH:14]1. Starting materials: Cc1ccccc1, CN1CC(CCCl)Oc2cc3ccccc3cc2C1=O, S=P12SP3(=S)SP(=S)(S1)SP(=S)(S2)S3. The product is CN1CC(CCCl)Oc2cc3ccccc3cc2C1=S. As a reaction SMILES: [CH3:35][c:36]1[cH:37][cH:38][cH:39][cH:40][cH:41]1.[Cl:1][CH2:2][CH2:3][CH:4]1[O:5][c:6]2[c:7]([cH:13][c:14]3[cH:15][cH:16][cH:17][cH:18][c:19]3[cH:20]2)[C:8](=[O:12])[N:9]([CH3:11])[CH2:10]1.[P:21]12(=[S:22])[S:23][P:24]3(=[S:34])[S:25][P:26](=[S:32])([S:27][P:28](=[S:31])([S:29]3)[S:30]1)[S:33]2>>[Cl:1][CH2:2][CH2:3][CH:4]1[O:5][c:6]2[c:7]([cH:13][c:14]3[cH:15][cH:16][cH:17][cH:18][c:19]3[cH:20]2)[C:8](=[S:22])[N:9]([CH3:11])[CH2:10]1. The reactants are ClC1=C(C=CC=C1)C=1C=NC=CC1 (3-(2-chlorophenyl)pyridine), IC (iodomethane), ClC1=C(C=CC=C1)B(O)O (2-chlorophenylboronic acid), BrC=1C=NC=CC1 (3-bromopyridine), C([O-])([O-])=O.[Na+].[Na+] (sodium carbonate), [BH4-].[Na+] (sodium borohydride). Reagents/catalysts: C=1C=CC(=CC1)[P](C=2C=CC=CC2)(C=3C=CC=CC3)[Pd]([P](C=4C=CC=CC4)(C=5C=CC=CC5)C=6C=CC=CC6)([P](C=7C=CC=CC7)(C=8C=CC=CC8)C=9C=CC=CC9)[P](C=1C=CC=CC1)(C=1C=CC=CC1)C=1C=CC=CC1 (tetrakis(triphenylphosphine)palladium(0)). The solvent is ClCCl (dichloromethane), C1(=CC=CC=C1)C (toluene), C(C)O (ethanol), CO (methanol). Run at time 15 hour. Yields the product ClC1=C(C=CC=C1)C1=CCCN(C1)C (5-(2-chlorophenyl)-1,2,3,6-tetrahydro-1-methylpyridine). Yield: 88.8%. As a reaction SMILES: Cl[C:2]1C=CC=CC=1B(O)O.BrC1C=NC=CC=1.C(=O)([O-])[O-].[Na+].[Na+].[Cl:24][C:25]1[CH:30]=[CH:29][CH:28]=[CH:27][C:26]=1[C:31]1[CH:32]=[N:33][CH:34]=[CH:35][CH:36]=1.IC.[BH4-].[Na+]>C1(C)C=CC=CC=1.ClCCl.CO.C1C=CC([P]([Pd]([P](C2C=CC=CC=2)(C2C=CC=CC=2)C2C=CC=CC=2)([P](C2C=CC=CC=2)(C2C=CC=CC=2)C2C=CC=CC=2)[P](C2C=CC=CC=2)(C2C=CC=CC=2)C2C=CC=CC=2)(C2C=CC=CC=2)C2C=CC=CC=2)=CC=1.C(O)C>[Cl:24][C:25]1[CH:30]=[CH:29][CH:28]=[CH:27][C:26]=1[C:31]1[CH2:32][N:33]([CH3:2])[CH2:34][CH2:35][CH:36]=1 |f:2.3.4,7.8,^1:56,58,77,96|. Procedure: A mixture of 2-chlorophenylboronic acid (5.0 g), 3-bromopyridine (4.8 g) and tetrakis(triphenylphosphine)palladium(0) (1.0 g) in toluene (47 ml), aqueous 2 M sodium carbonate solution (35 ml) and ethanol (2.4 ml) was heated under reflux for 5.5 h. The reaction mixture was cooled, and the toluene layer was separated. The aqueous layer was extracted with ethyl acetate and the combined organic extracts were dried (MgSO4), filtered, and the filtrate evaporated under reduced pressure to give crude 3-...